Dataset: the Open Reaction Database (ORD), a public repository of structured organic reaction records. Task: describe an organic reaction: reactants, conditions, products, and yield Reactants: FC=1C=CC=C2C(=CNC12)[C@H]1C[C@H](C2=CC=CC=C12)NC (cis-3-(7-Fluoro-1H-indol-3-yl)-indan-1-yl-methyl-amine), C1(=CC=C(C=C1)C(=O)[C@@]([C@@](C(=O)O)(O)C(=O)C1=CC=C(C=C1)C)(O)C(=O)O)C (Di-p-toluoyl-D-tartaric acid). Run at temperature 50 celsius, time 15 minute. Yields the product FC=1C=CC=C2C(=CNC12)[C@@H]1C[C@@H](C2=CC=CC=C12)NC ([(1S,3R)-3-(7-Fluoro-1H-indol-3-yl)-indan-1-yl]-methyl-amine). As a reaction SMILES: [F:1][C:2]1[CH:3]=[CH:4][CH:5]=[C:6]2[C:10]=1[NH:9][CH:8]=[C:7]2[C@@H:11]1[C:19]2[C:14](=[CH:15][CH:16]=[CH:17][CH:18]=2)[C@H:13]([NH:20][CH3:21])[CH2:12]1.C1(C)C=CC(C([C@](C(O)=O)(O)[C@](C(C2C=CC(C)=CC=2)=O)(O)C(O)=O)=O)=CC=1>>[F:1][C:2]1[CH:3]=[CH:4][CH:5]=[C:6]2[C:10]=1[NH:9][CH:8]=[C:7]2[C@H:11]1[C:19]2[C:14](=[CH:15][CH:16]=[CH:17][CH:18]=2)[C@@H:13]([NH:20][CH3:21])[CH2:12]1. Reported procedure: To a solution of the racemate cis-3-(7-Fluoro-1H-indol-3-yl)-indan-1-yl-methyl-amine (409 mg/2ml EtOH) was added a solution of Di-p-toluoyl-D-tartaric acid (1 eq; 564 mg/2 ml Acetone). The mixture was heated to 50° C. and stirred for 15min. Evaporated the solvent and triturated with acetone (2 ml). The white solid (84% ee) was collected and stirred with 10 ml hot EtOH for 30 min. The remaining white solid was collected and converted to free base to give [(1S,3R)-3-(7-Fluoro-1H-indol-3-yl)-indan-... The reactants are C1(=CC=CC=C1)COC(CN1CCN(CCN(CCN(CC1)CC(=O)N(CCOC(CCCCCCCCCCCCCCC)=O)CCOC(CCCCCCCCCCCCCCC)=O)CC(=O)OCC1=CC=CC=C1)CC(=O)OCC1=CC=CC=C1)=O (10-[2-[bis[2-[(1-oxohexadecyl)oxy]ethyl]amino]-2-oxoethyl]-1,4,7,10-tetraazacyclo-dodecane-1,4,7-triacetic acid tris(phenylmethyl)ester). Reagents/catalysts: [Pd] (Pd/C). Solvent: CCO (EtOH). Run at time 12 hour. Product: O=C(CCCCCCCCCCCCCCC)OCCN(C(CN1CCN(CCN(CCN(CC1)CC(=O)O)CC(=O)O)CC(=O)O)=O)CCOC(CCCCCCCCCCCCCCC)=O (10-[2-[Bis[2-[(1-oxohexadecyl)oxy]ethyl]amino]-2-oxoethyl]-1,4,7,10-tetraazacyclododecane-1,4,7-triacetic acid). The yield is 93.0%. Reaction SMILES: C1(C[O:8][C:9](=[O:89])[CH2:10][N:11]2[CH2:22][CH2:21][N:20]([CH2:23][C:24]([N:26]([CH2:47][CH2:48][O:49][C:50](=[O:66])[CH2:51][CH2:52][CH2:53][CH2:54][CH2:55][CH2:56][CH2:57][CH2:58][CH2:59][CH2:60][CH2:61][CH2:62][CH2:63][CH2:64][CH3:65])[CH2:27][CH2:28][O:29][C:30](=[O:46])[CH2:31][CH2:32][CH2:33][CH2:34][CH2:35][CH2:36][CH2:37][CH2:38][CH2:39][CH2:40][CH2:41][CH2:42][CH2:43][CH2:44][CH3:45])=[O:25])[CH2:19][CH2:18][N:17]([CH2:67][C:68]([O:70]CC3C=CC=CC=3)=[O:69])[CH2:16][CH2:15][N:14]([CH2:78][C:79]([O:81]CC3C=CC=CC=3)=[O:80])[CH2:13][CH2:12]2)C=CC=CC=1>CCO.[Pd]>[O:66]=[C:50]([O:49][CH2:48][CH2:47][N:26]([CH2:27][CH2:28][O:29][C:30](=[O:46])[CH2:31][CH2:32][CH2:33][CH2:34][CH2:35][CH2:36][CH2:37][CH2:38][CH2:39][CH2:40][CH2:41][CH2:42][CH2:43][CH2:44][CH3:45])[C:24](=[O:25])[CH2:23][N:20]1[CH2:21][CH2:22][N:11]([CH2:10][C:9]([OH:89])=[O:8])[CH2:12][CH2:13][N:14]([CH2:78][C:79]([OH:81])=[O:80])[CH2:15][CH2:16][N:17]([CH2:67][C:68]([OH:70])=[O:69])[CH2:18][CH2:19]1)[CH2:51][CH2:52][CH2:53][CH2:54][CH2:55][CH2:56][CH2:57][CH2:58][CH2:59][CH2:60][CH2:61][CH2:62][CH2:63][CH2:64][CH3:65]. Procedure: 10% Pd/C (1.6 g) was added to a solution of 10-[2-[bis[2-[(1-oxohexadecyl)oxy]ethyl]amino]-2-oxoethyl]-1,4,7,10-tetraazacyclo-dodecane-1,4,7-triacetic acid tris(phenylmethyl)ester (16 g; 12.9 mmol) in EtOH (500 mL) and the suspension was stirred for 12 h under hydrogen atmosphere at room temperature. After filtration through a Millipore® filter FT 0.45 μm the solution was evaporated under reduced pressure to give the desired compound. Yield 93%. HPLC: 98% (area %). The 13C-NMR, MS and IR spectra... The reactants are C(C)(C)(C)[SiH2]OC(C(CO)(C)NC(C(SC)OC=1C=C2C=C(C=NC2=CC1)C#C)=O)(C1=CC=CC=C1)C1=CC=CC=C1 (N-[1-(tert-Butyl-diphenyl-silanyloxymethyl)-2-hydroxy-1-methyl-ethyl]-2-(3-ethynyl-quinolin-6-yloxy)-2-methylsulfanyl-acetamide), CC(=O)OI1(C=2C=CC=CC2C(=O)O1)(OC(=O)C)OC(=O)C (Dess-Martin periodinane). Run in ClCCl (dichloromethane). Conditions: time 1 hour. Product: C(C)(C)(C)[SiH2]OC(C(C=O)(C)NC(C(SC)OC=1C=C2C=C(C=NC2=CC1)C#C)=O)(C1=CC=CC=C1)C1=CC=CC=C1 (N-[1-(tert-Butyl-diphenyl-silanyloxymethyl)-1-methyl-2-oxo-ethyl]-2-(3-ethynyl-quinolin-6-yloxy)-2-methylsulfanyl-acetamide). Yield: 89.5%. RXN SMILES: [C:1]([SiH2:5][O:6][C:7]([C:37]1[CH:42]=[CH:41][CH:40]=[CH:39][CH:38]=1)([C:31]1[CH:36]=[CH:35][CH:34]=[CH:33][CH:32]=1)[C:8]([NH:12][C:13](=[O:30])[CH:14]([O:17][C:18]1[CH:19]=[C:20]2[C:25](=[CH:26][CH:27]=1)[N:24]=[CH:23][C:22]([C:28]#[CH:29])=[CH:21]2)[S:15][CH3:16])([CH3:11])[CH2:9][OH:10])([CH3:4])([CH3:3])[CH3:2].CC(OI1(OC(C)=O)(OC(C)=O)OC(=O)C2C=CC=CC1=2)=O>ClCCl>[C:1]([SiH2:5][O:6][C:7]([C:37]1[CH:42]=[CH:41][CH:40]=[CH:39][CH:38]=1)([C:31]1[CH:32]=[CH:33][CH:34]=[CH:35][CH:36]=1)[C:8]([NH:12][C:13](=[O:30])[CH:14]([O:17][C:18]1[CH:19]=[C:20]2[C:25](=[CH:26][CH:27]=1)[N:24]=[CH:23][C:22]([C:28]#[CH:29])=[CH:21]2)[S:15][CH3:16])([CH3:11])[CH:9]=[O:10])([CH3:2])([CH3:3])[CH3:4]. Reported procedure: N-[1-(tert-Butyl-diphenyl-silanyloxymethyl)-2-hydroxy-1-methyl-ethyl]-2-(3-ethynyl-quinolin-6-yloxy)-2-methylsulfanyl-acetamide (1.90 g) from Stage 2 above in dichloromethane (55 ml) was treated with Dess-Martin periodinane (1.615 g). The reaction mixture was stirred at R.T. for 1 h 30 and then, quenched with sat. aqueous NaHCO3 and sat. aqueous sodium thiosulphate. The reaction mixture was vigorously stirred at rt. for 50 minutes after which time the two phases were separated. The organic layer... The solvent is O (water). Reaction SMILES: O1CCOCC1.[F:7][CH:8]([F:32])[C:9]1[CH:14]=[CH:13][N:12]=[C:11]([NH:15][C:16]2[CH:21]=[C:20](B3OC(C)(C)C(C)(C)O3)[CH:19]=[C:18]([CH3:31])[CH:17]=2)[N:10]=1.[Cl:33][C:34]1[CH:35]=[N:36][N:37]([CH2:39][CH2:40][NH:41]C(=O)OC(C)(C)C)[CH:38]=1.C(=O)([O-])[O-].[Na+].[Na+]>O>[ClH:33].[NH2:41][CH2:40][CH2:39][N:37]1[CH:38]=[C:34]([C:20]2[CH:21]=[C:16]([NH:15][C:11]3[N:10]=[C:9]([CH:8]([F:7])[F:32])[CH:14]=[CH:13][N:12]=3)[CH:17]=[C:18]([CH3:31])[CH:19]=2)[CH:35]=[N:36]1 |f:3.4.5,7.8|. Run at temperature 110 celsius, time 3 hour. The reactants are FC(C1=NC(=NC=C1)NC1=CC(=CC(=C1)B1OC(C(O1)(C)C)(C)C)C)F (4-(difluoromethyl)-N-(3-methyl-5-(4,4,5,5-tetramethyl-1,3,2-dioxaborolan-2-yl)phenyl)pyrimidin-2-amine), ClC=1C=NN(C1)CCNC(OC(C)(C)C)=O (tert-butyl (2-(4-chloro-1H-pyrazol-1-yl)ethyl)carbamate), Si DPP-Pd, C([O-])([O-])=O.[Na+].[Na+] (sodium carbonate), O1CCOCC1 (1,4-Dioxane). Product: Cl.NCCN1N=CC(=C1)C=1C=C(C=C(C1)C)NC1=NC=CC(=N1)C(F)F (N-(3-(1-(2-aminoethyl)-1H-pyrazol-4-yl)-5-methylphenyl)-4-(difluoromethyl)pyrimidin-2-amine hydrochloride). Procedure details: 1,4-Dioxane (40 mL) and water (9 mL) were added to a flask containing 4-(difluoromethyl)-N-(3-methyl-5-(4,4,5,5-tetramethyl-1,3,2-dioxaborolan-2-yl)phenyl)pyrimidin-2-amine (3.00 g, 8.31 mmol), tert-butyl (2-(4-chloro-1H-pyrazol-1-yl)ethyl)carbamate (3.06 g, 12.5 mmol), SiliaCat Si-DPP-Pd (9.58 g, 2.49 mmol, 0.26 mmol/g), and sodium carbonate (4.40 g, 41.5 mmol). The reaction was heated at 110° C. overnight. The reaction mixture was filtered, washed with 1,4-dioxane, and then concentrated under ... Reactants: S(=O)(Cl)Cl (thionyl chloride), ClC=1C=C(C(=O)O)C=CC1OCCCCCCCCCC (3-chloro-4-decyloxybenzoic acid). Product: ClC=1C=C(C(=O)Cl)C=CC1OCCCCCCCCCC (3-chloro-4-decyloxybenzoic acid chloride). As a reaction SMILES: S(Cl)([Cl:3])=O.[Cl:5][C:6]1[CH:7]=[C:8]([CH:12]=[CH:13][C:14]=1[O:15][CH2:16][CH2:17][CH2:18][CH2:19][CH2:20][CH2:21][CH2:22][CH2:23][CH2:24][CH3:25])[C:9](O)=[O:10]>>[Cl:5][C:6]1[CH:7]=[C:8]([CH:12]=[CH:13][C:14]=1[O:15][CH2:16][CH2:17][CH2:18][CH2:19][CH2:20][CH2:21][CH2:22][CH2:23][CH2:24][CH3:25])[C:9]([Cl:3])=[O:10]. Procedure details: In 100 ml of ethanol were dissolved 18 g of 1-bromo-n-decane and 9 g of 3-chloro-4-hydroxybenzoic acid, an aqueous solution of 40 g of sodium hydroxide in 100 ml of water was added to the above solution, and the mixture was heated and refluxed for 10 hours. Then the reacted solution was made weakly acidic by an addition of 1N hydrochloric acid and thrown in an enough quantity of water to precipitate the reaction product. The precipitate was recovered by filtration and recrystallized from ethanol...